This data is from the Open Reaction Database (ORD), a public repository of structured organic reaction records. The task is: describe an organic reaction: reactants, conditions, products, and yield Starting materials: O=C([O-])[O-], COC(=O)C1Cc2ccc(S)cc2C1, CC#N, [Cl-], Cc1nc(-c2ccc(C(F)(F)F)cc2)sc1CCl, [Cs+], [Cs+], O. Yields the product COC(=O)C1Cc2ccccc2C1. RXN SMILES: [C:34](=[O:35])([O-:36])[O-:37].[CH3:1][O:2][C:3](=[O:4])[CH:5]1[CH2:6][c:7]2[cH:8][cH:9][c:10]([SH:14])[cH:11][c:12]2[CH2:13]1.[CH3:41][C:42]#[N:43].[Cl-:33].[Cl:15][CH2:16][c:17]1[s:18][c:19](-[c:20]2[cH:21][cH:22][c:23]([C:24]([F:25])([F:26])[F:27])[cH:28][cH:29]2)[n:30][c:31]1[CH3:32].[Cs+:38].[Cs+:39].[OH2:40]>>[CH3:1][O:2][C:3](=[O:4])[CH:5]1[CH2:6][c:7]2[cH:8][cH:9][cH:10][cH:11][c:12]2[CH2:13]1. Starting materials: C(C)(C)(C)OC(C(C)(C)O\N=C(/C(=O)N[C@H]1[C@H](N(C1=O)S(=O)(=O)O)CN1N=C(N=N1)CNC(=O)OC(C)(C)C)\C=1N=C(SC1)NC(=O)OC(C)(C)C)=O ((2R,3S)-3-((Z)-2-(((1-(tert-butoxy)-2-methyl-1-oxopropan-2-yl)oxy)imino)-2-(2-((tert-butoxycarbonyl)amino)thiazol-4-yl)acetamido)-2-((5-(((tert-butoxycarbonyl)amino)methyl)-2H-tetrazol-2-yl)methyl)-4-oxoazetidine-1-sulfonic acid), C(=O)(C(F)(F)F)O (TFA). The solvent is C(Cl)Cl (DCM). Yields the product NCC=1N=NN(N1)C[C@H]1N(C([C@H]1NC(\C(\C=1N=C(SC1)N)=N/OC(C(=O)O)(C)C)=O)=O)S(=O)(=O)O (2-(((Z)-(2-(((2R,3S)-2-((5-(aminomethyl)-2H-tetrazol-2-yl)methyl)-4-oxo-1-sulfoazetidin-3-yl)amino)-1-(2-aminothiazol-4-yl)-2-oxoethylidene)amino)oxy)-2-methylpropanoic acid). Yield: 44.5%. As a reaction SMILES: C([O:5][C:6](=[O:53])[C:7]([O:10]/[N:11]=[C:12](/[C:40]1[N:41]=[C:42]([NH:45]C(OC(C)(C)C)=O)[S:43][CH:44]=1)\[C:13]([NH:15][C@@H:16]1[C:19](=[O:20])[N:18]([S:21]([OH:24])(=[O:23])=[O:22])[C@@H:17]1[CH2:25][N:26]1[N:30]=[N:29][C:28]([CH2:31][NH:32]C(OC(C)(C)C)=O)=[N:27]1)=[O:14])([CH3:9])[CH3:8])(C)(C)C.C(O)(C(F)(F)F)=O>C(Cl)Cl>[NH2:32][CH2:31][C:28]1[N:29]=[N:30][N:26]([CH2:25][C@@H:17]2[C@H:16]([NH:15][C:13](=[O:14])/[C:12](=[N:11]\[O:10][C:7]([CH3:9])([CH3:8])[C:6]([OH:53])=[O:5])/[C:40]3[N:41]=[C:42]([NH2:45])[S:43][CH:44]=3)[C:19](=[O:20])[N:18]2[S:21]([OH:24])(=[O:23])=[O:22])[N:27]=1. Procedure details: Followed the general procedure for the acid mediated deprotection using (2R,3S)-3-((Z)-2-(((1-(tert-butoxy)-2-methyl-1-oxopropan-2-yl)oxy)imino)-2-(2-((tert-butoxycarbonyl)amino)thiazol-4-yl)acetamido)-2-((5-(((tert-butoxycarbonyl)amino)methyl)-2H-tetrazol-2-yl)methyl)-4-oxoazetidine-1-sulfonic acid (185 mg, 0.234 mmol), DCM (2.34 mL) and TFA (1.08 mL, 14.06 mmol) for 1.5 h. The crude residue purified by reverse phase prep HPLC (XSelect CSH, 19×100 mm, 5 μm, C18 column; ACN-water with 0.1% formi... The reactants are [Mn](=O)(=O)(=O)[O-].[K+] (Potassium permanganate), S(=O)(=O)([O-])S(=O)[O-].[Na+].[Na+] (Sodium metabisulphite), OCC1(OC2=C(C1)C=CC=C2)C (2-hydroxymethyl-2-methyl-2,3-dihydrobenzofuran), [OH-].[K+] (potassium hydroxide). Reported procedure: The 2-hydroxymethyl-2-methyl-2,3-dihydrobenzofuran (16.4 g) and potassium hydroxide (5.2 g) in water (150 ml) were mixed and cooled to 5°. Potassium permanganate (20 g) was added portionwise over 45 minutes to the stirred mixture maintained below 12°. After the addition was complete stirring was continued for 1 hour and the mixture was then diluted with water. Sodium metabisulphite was added to destroy the precipitated MnO2 followed by an excess of sodium carbonate. The basic aqueous phase was w... The solvent is O (water), O (water). The product is CC1(OC2=C(C1)C=CC=C2)C(=O)O (2-Methyl-2,3-dihydrobenzofuran-2-carboxylic acid). Conditions: time 1 hour. Reaction SMILES: [OH:1][CH2:2][C:3]1([CH3:12])[CH2:7][C:6]2[CH:8]=[CH:9][CH:10]=[CH:11][C:5]=2[O:4]1.[OH-].[K+].[Mn]([O-])(=O)(=O)=[O:16].[K+].S(S([O-])=O)([O-])(=O)=O.[Na+].[Na+]>O>[CH3:12][C:3]1([C:2]([OH:16])=[O:1])[CH2:7][C:6]2[CH:8]=[CH:9][CH:10]=[CH:11][C:5]=2[O:4]1 |f:1.2,3.4,5.6.7|. The yield is 16.9%. Starting materials: [Cl-].[NH4+] (ammonium chloride), C(C)N(C(CC1=C(C=CC=C1)[N+](=O)[O-])=O)CC (N,N-Diethyl-2-(2-nitrophenyl)acetamide), solution, C(=C)[Mg]Br (vinylmagnesium bromide). Run in O1CCCC1 (tetrahydrofuran), O1CCCC1 (tetrahydrofuran). Conditions: temperature -70 celsius, time 5 hour. The product is C(C)N(C(CC=1C=CC=C2C=CNC12)=O)CC (N,N-Diethyl-2-(1H-indol-7-yl)acetamide). The yield is 5.0%. Reaction SMILES: [CH2:1]([N:3]([CH2:16][CH3:17])[C:4](=[O:15])[CH2:5][C:6]1[CH:11]=[CH:10][CH:9]=[CH:8][C:7]=1[N+:12]([O-])=O)[CH3:2].[CH:18]([Mg]Br)=[CH2:19].[Cl-].[NH4+]>O1CCCC1>[CH2:1]([N:3]([CH2:16][CH3:17])[C:4](=[O:15])[CH2:5][C:6]1[CH:11]=[CH:10][CH:9]=[C:8]2[C:7]=1[NH:12][CH:19]=[CH:18]2)[CH3:2] |f:2.3|. Procedure: N,N-Diethyl-2-(2-nitrophenyl)acetamide (87.2 g, 0.369 mol) is dissolved in tetrahydrofuran (1.5L), and the mixture is cooled to −70° C. To the mixture is added dropwise a 1M solution of vinylmagnesium bromide in tetrahydrofuran (1.11 L, 1.11 mol). After the addition, the mixture is stirred at −50° C. for additional 5 hours. The reaction solution is poured into an aqueous ammonium chloride solution, and the mixture is extracted with ethyl acetate. The organic layer is washed with a saturated brin... The product is Nc1ccc(F)c(Cl)c1Cl. Reactants: CC(C)(C)OC(=O)Nc1ccc(F)c(Cl)c1Cl, O=C([O-])O, ClCCl, [Na+], O=C(O)C(F)(F)F. As a reaction SMILES: [C:1]([O:2][C:3](=[O:4])[NH:7][c:8]1[c:9]([Cl:16])[c:10]([Cl:15])[c:11]([F:14])[cH:12][cH:13]1)([CH3:5])([CH3:6])[CH3:17].[C:25](=[O:26])([OH:27])[O-:28].[Cl:30][CH2:31][Cl:32].[Na+:29].[OH:18][C:19]([C:20]([F:21])([F:22])[F:23])=[O:24]>>[NH2:7][c:8]1[c:9]([Cl:16])[c:10]([Cl:15])[c:11]([F:14])[cH:12][cH:13]1. Starting materials: COCCCOc1cc(N(C)S(=O)(=O)c2ccccn2)c2[nH]c(C3=NCC(CN4CCSCC4)S3)cc2c1, CO, [Na+], [Na+], C1CCOC1, O, O=S([O-])[O-]. Product: COCCCOc1cc(N(C)S(=O)(=O)c2ccccn2)c2[nH]c(C3=NCC(CN4CCS(=O)CC4)S3)cc2c1. As a reaction SMILES: [CH3:1][O:2][CH2:3][CH2:4][CH2:5][O:6][c:7]1[cH:8][c:9]2[cH:10][c:11]([C:27]3=[N:31][CH2:30][CH:29]([CH2:32][N:33]4[CH2:34][CH2:35][S:36][CH2:37][CH2:38]4)[S:28]3)[nH:12][c:13]2[c:14]([N:16]([S:17](=[O:18])(=[O:19])[c:20]2[n:21][cH:22][cH:23][cH:24][cH:25]2)[CH3:26])[cH:15]1.[CH3:39][OH:40].[Na+:46].[Na+:47].[O:48]1[CH2:49][CH2:50][CH2:51][CH2:52]1.[OH2:41].[S:42](=[O:43])([O-:44])[O-:45]>>[CH3:1][O:2][CH2:3][CH2:4][CH2:5][O:6][c:7]1[cH:8][c:9]2[cH:10][c:11]([C:27]3=[N:31][CH2:30][CH:29]([CH2:32][N:33]4[CH2:34][CH2:35][S:36](=[O:43])[CH2:37][CH2:38]4)[S:28]3)[nH:12][c:13]2[c:14]([N:16]([S:17](=[O:18])(=[O:19])[c:20]2[n:21][cH:22][cH:23][cH:24][cH:25]2)[CH3:26])[cH:15]1. The reactants are CC(C)(C)O, CCOC(C)=O, CCOCC, CCCCCC, ClCCl, CC(C)c1nc2ccccc2c(-c2ccc(F)cc2)c1CO, [Na+], [OH-]. The product is CC(C)c1nc2ccccc2c(-c2ccc(F)cc2)c1C=O. Reaction SMILES: [C:1]([OH:2])([CH3:3])([CH3:4])[CH3:5].[CH3:28][CH2:29][O:30][C:31]([CH3:32])=[O:33].[CH3:37][CH2:38][O:39][CH2:40][CH3:41].[CH3:44][CH2:45][CH2:46][CH2:47][CH2:48][CH3:49].[Cl:34][CH2:35][Cl:36].[F:6][c:7]1[cH:8][cH:9][c:10](-[c:13]2[c:14]([CH2:26][OH:27])[c:15]([CH:23]([CH3:24])[CH3:25])[n:16][c:17]3[cH:18][cH:19][cH:20][cH:21][c:22]23)[cH:11][cH:12]1.[Na+:43].[OH-:42]>>[F:6][c:7]1[cH:8][cH:9][c:10](-[c:13]2[c:14]([CH:26]=[O:27])[c:15]([CH:23]([CH3:24])[CH3:25])[n:16][c:17]3[cH:18][cH:19][cH:20][cH:21][c:22]23)[cH:11][cH:12]1. Starting materials: O=C([O-])[O-], CC#N, Clc1c[nH]cn1, O=[N+]([O-])c1ccc(Cl)nc1, [K+], [K+], O. Product: O=[N+]([O-])c1ccc(-n2cnc(Cl)c2)nc1. Reaction SMILES: [C:17](=[O:18])([O-:19])[O-:20].[CH3:23][C:24]#[N:25].[Cl:1][c:2]1[n:3][cH:4][nH:5][cH:6]1.[Cl:7][c:8]1[n:9][cH:10][c:11]([N+:14](=[O:15])[O-:16])[cH:12][cH:13]1.[K+:21].[K+:22].[OH2:26]>>[Cl:1][c:2]1[n:3][cH:4][n:5](-[c:8]2[n:9][cH:10][c:11]([N+:14](=[O:15])[O-:16])[cH:12][cH:13]2)[cH:6]1. Reactants: COCCCCn1c(C(=O)N(CC(C)C)C2CC(C(=O)O)CN(C(=O)OC(C)(C)C)C2)nc2ccccc21, O=C([O-])O, C1COCCN1, [Na+], CN(C)C=O, On1nnc2ccccc21. Yields the product COCCCCn1c(C(=O)N(CC(C)C)C2CC(C(=O)N3CCOCC3)CN(C(=O)OC(C)(C)C)C2)nc2ccccc21. As a reaction SMILES: [C:1]([CH3:2])([CH3:3])([CH3:4])[O:5][C:6](=[O:7])[N:8]1[CH2:9][CH:10]([C:36](=[O:37])[OH:38])[CH2:11][CH:12]([N:14]([CH2:15][CH:16]([CH3:17])[CH3:18])[C:19](=[O:20])[c:21]2[n:22][c:23]3[c:24]([n:25]2[CH2:26][CH2:27][CH2:28][CH2:29][O:30][CH3:31])[cH:32][cH:33][cH:34][cH:35]3)[CH2:13]1.[C:55](=[O:56])([OH:57])[O-:58].[CH2:39]1[CH2:40][O:41][CH2:42][CH2:43][NH:44]1.[Na+:59].[O:60]=[CH:61][N:62]([CH3:63])[CH3:64].[OH:45][n:46]1[c:47]2[c:48]([cH:49][cH:50][cH:51][cH:52]2)[n:53][n:54]1>>[C:1]([CH3:2])([CH3:3])([CH3:4])[O:5][C:6](=[O:7])[N:8]1[CH2:9][CH:10]([C:36](=[O:37])[N:44]2[CH2:39][CH2:40][O:41][CH2:42][CH2:43]2)[CH2:11][CH:12]([N:14]([CH2:15][CH:16]([CH3:17])[CH3:18])[C:19](=[O:20])[c:21]2[n:22][c:23]3[c:24]([n:25]2[CH2:26][CH2:27][CH2:28][CH2:29][O:30][CH3:31])[cH:32][cH:33][cH:34][cH:35]3)[CH2:13]1.